This data is from the Open Reaction Database (ORD), a public repository of structured organic reaction records. The task is: describe an organic reaction: reactants, conditions, products, and yield Reactants: CC(=O)O, CC(C)(C)C1(c2ccccc2)CC(CO[SiH3])(NC(=O)NCc2ccccc2)C1(F)c1ccccc1. The product is CC(C)(C)C1(c2ccccc2)CC(CO[SiH3])(NC(N)=O)C1(F)c1ccccc1. As a reaction SMILES: [C:36]([OH:37])(=[O:38])[CH3:39].[CH2:1]([c:2]1[cH:3][cH:4][cH:5][cH:6][cH:7]1)[NH:8][C:9](=[O:10])[NH:11][C:12]1([CH2:33][O:34][SiH3:35])[C:13]([F:26])([c:27]2[cH:28][cH:29][cH:30][cH:31][cH:32]2)[C:14]([C:16]([CH3:17])([CH3:18])[CH3:19])([c:20]2[cH:21][cH:22][cH:23][cH:24][cH:25]2)[CH2:15]1>>[NH2:8][C:9](=[O:10])[NH:11][C:12]1([CH2:33][O:34][SiH3:35])[C:13]([F:26])([c:27]2[cH:28][cH:29][cH:30][cH:31][cH:32]2)[C:14]([C:16]([CH3:17])([CH3:18])[CH3:19])([c:20]2[cH:21][cH:22][cH:23][cH:24][cH:25]2)[CH2:15]1. Reactants: Cc1cc(N)ccc1Br, CS(C)=O, CCOC(C)=O, ClCCN1CCOCC1, [I-], [K+], [K+], [Na+], O=C([O-])[O-]. The product is Cc1cc(NCCN2CCOCC2)ccc1Br. Reaction SMILES: [Br:1][c:2]1[c:3]([CH3:9])[cH:4][c:5]([NH2:6])[cH:7][cH:8]1.[CH3:27][S:28]([CH3:29])=[O:30].[CH3:31][CH2:32][O:33][C:34]([CH3:35])=[O:36].[Cl:10][CH2:11][CH2:12][N:13]1[CH2:14][CH2:15][O:16][CH2:17][CH2:18]1.[I-:25].[K+:19].[K+:20].[Na+:26].[O-:21][C:22]([O-:23])=[O:24]>>[Br:1][c:2]1[c:3]([CH3:9])[cH:4][c:5]([NH:6][CH2:11][CH2:12][N:13]2[CH2:14][CH2:15][O:16][CH2:17][CH2:18]2)[cH:7][cH:8]1. Starting materials: C(C(=O)C)(=O)O (pyruvic acid), C(CCN)CC(C(=O)O)N (L-lysine base), N[C@@H](CS)C(=O)O (cysteine). The solvent is O (water). Yields the product N[C@@H](CCCCN)C(=O)O (Lysine). RXN SMILES: [CH2:1]([CH2:5][CH:6]([NH2:10])[C:7]([OH:9])=[O:8])[CH2:2][CH2:3][NH2:4].C(O)(=O)C(C)=O.N[C@H](C(O)=O)CS>O>[NH2:10][C@H:6]([C:7]([OH:9])=[O:8])[CH2:5][CH2:1][CH2:2][CH2:3][NH2:4]. Procedure details: 10 mmol of MTDC and 20 mmol of L-lysine base are dissolved in 20 ml of water at room temperature. The transparent solution is then lyophilized. In the solution no pyruvic acid or free cysteine could be detected. Reactants: C1(CC1)C1=NC2=CC=CC=C2C(=C1OC1=CC=C(C=C1)C1=C(C=CC=C1)C=1N=NNN1)C(=O)OC(C(C)C)OC(CC)=O (2-Cyclopropyl-3-[[2'-(2H-tetrazol-5-yl)[1,1'-biphenyl]-4-yl]oxy]-4-quinolinecarboxylic acid, 2-methyl-1-(1-oxopropoxy)propyl ester), C1(CC1)C1=NC2=CC=CC=C2C(=C1OC1=CC=C(C=C1)C1=C(C=CC=C1)C=1N=NN(N1)C(C1=CC=CC=C1)(C1=CC=CC=C1)C1=CC=CC=C1)C(=O)O (2-cyclopropyl-3-[[2'-[2-(triphenylmethyl)-2H-tetrazol-5-yl][1,1'-biphenyl]-4-yl]oxy]-4-quinolinecarboxylic acid), C(C)I (ethyl iodide), C([O-])([O-])=O.[K+].[K+] (potassium carbonate). Run in CN(C=O)C (dimethylformamide), C(C)(=O)OCC (ethyl acetate). Run at temperature 90 celsius. Product: C1(CC1)C1=NC2=CC=CC=C2C(=C1OC1=CC=C(C=C1)C1=C(C=CC=C1)C=1N=NN(N1)C(C1=CC=CC=C1)(C1=CC=CC=C1)C1=CC=CC=C1)C(=O)OCC (2-Cyclopropyl-3-[[2'-[2-(triphenylmethyl)-2H-tetrazol-5-yl][1,1'-biphenyl]-4-yl]oxy]-4-quinolinecarboxylic acid, ethyl ester). Isolated yield 64.0%. Reaction SMILES: [CH:1]1(C2C(OC3C=CC(C4C=CC=CC=4C4N=NNN=4)=CC=3)=C(C(OC(OC(=O)CC)C(C)C)=O)C3C(=CC=CC=3)N=2)C[CH2:2]1.[CH:44]1([C:47]2[C:56]([O:57][C:58]3[CH:63]=[CH:62][C:61]([C:64]4[CH:69]=[CH:68][CH:67]=[CH:66][C:65]=4[C:70]4[N:71]=[N:72][N:73]([C:75]([C:88]5[CH:93]=[CH:92][CH:91]=[CH:90][CH:89]=5)([C:82]5[CH:87]=[CH:86][CH:85]=[CH:84][CH:83]=5)[C:76]5[CH:81]=[CH:80][CH:79]=[CH:78][CH:77]=5)[N:74]=4)=[CH:60][CH:59]=3)=[C:55]([C:94]([OH:96])=[O:95])[C:54]3[C:49](=[CH:50][CH:51]=[CH:52][CH:53]=3)[N:48]=2)[CH2:46][CH2:45]1.C(I)C.C(=O)([O-])[O-].[K+].[K+]>CN(C)C=O.C(OCC)(=O)C>[CH:44]1([C:47]2[C:56]([O:57][C:58]3[CH:59]=[CH:60][C:61]([C:64]4[CH:69]=[CH:68][CH:67]=[CH:66][C:65]=4[C:70]4[N:71]=[N:72][N:73]([C:75]([C:88]5[CH:89]=[CH:90][CH:91]=[CH:92][CH:93]=5)([C:76]5[CH:81]=[CH:80][CH:79]=[CH:78][CH:77]=5)[C:82]5[CH:83]=[CH:84][CH:85]=[CH:86][CH:87]=5)[N:74]=4)=[CH:62][CH:63]=3)=[C:55]([C:94]([O:96][CH2:1][CH3:2])=[O:95])[C:54]3[C:49](=[CH:50][CH:51]=[CH:52][CH:53]=3)[N:48]=2)[CH2:45][CH2:46]1 |f:3.4.5|. Procedure details: A mixture of the title A compound of Example 28, 2-cyclopropyl-3-[[2'-[2-(triphenylmethyl)-2H-tetrazol-5-yl][1,1'-biphenyl]-4-yl]oxy]-4-quinolinecarboxylic acid (372 mg, 0.517 mmol), ethyl iodide (0.13 mL, 254 mg, 1.62 mmol), and potassium carbonate (335 mg, 2.42 mmol) in dimethylformamide (2.5 mL) were heated at 90° C. for 90 minutes. After cooling to room temperature, the reaction mixture was diluted with ethyl acetate and rinsed with aq. 5% sodium bisulfite and brine, dried (magnesium sulfate... Starting materials: CC1CCNCC1 (4-methylpiperidine), N#CBr (cyanogen bromide), [OH-].[Na+].[Na+].[OH-] (sodium sodium hydroxide). Product: CC1CCN(CC1)C#N (4-methyl-1-piperidinecarbonitrile). Reaction SMILES: [CH3:1][CH:2]1[CH2:7][CH2:6][NH:5][CH2:4][CH2:3]1.[N:8]#[C:9]Br.[OH-].[Na+].[Na+].[OH-]>>[CH3:1][CH:2]1[CH2:7][CH2:6][N:5]([C:9]#[N:8])[CH2:4][CH2:3]1 |f:2.3.4.5|. Reported procedure: In the manner given in Example 1, 4-methylpiperidine is treated with cyanogen bromide and aqueous sodium sodium hydroxide to give 4-methyl-1-piperidinecarbonitrile.